From a dataset of the Open Reaction Database (ORD), a public repository of structured organic reaction records. describe an organic reaction: reactants, conditions, products, and yield The reactants are ClC1=NC=C(C(=N1)NC1=CC=C(C=C1)OC(C)C)F (2-chloro-5-fluoro-N-(4-isopropoxyphenyl)-4-pyrimidineamine), NN1C=CC=C1 (1-aminopyrrole). The product is FC=1C(=NC(=NC1)NN1C=CC=C1)NC1=CC=C(C=C1)OC(C)C (5-fluoro-N4-(4-isopropoxyphenyl)-N2-(1H-pyrrol-1-yl)-2,4-pyrimidinediamine). RXN SMILES: Cl[C:2]1[N:7]=[C:6]([NH:8][C:9]2[CH:14]=[CH:13][C:12]([O:15][CH:16]([CH3:18])[CH3:17])=[CH:11][CH:10]=2)[C:5]([F:19])=[CH:4][N:3]=1.[NH2:20][N:21]1[CH:25]=[CH:24][CH:23]=[CH:22]1>>[F:19][C:5]1[C:6]([NH:8][C:9]2[CH:14]=[CH:13][C:12]([O:15][CH:16]([CH3:18])[CH3:17])=[CH:11][CH:10]=2)=[N:7][C:2]([NH:20][N:21]2[CH:25]=[CH:24][CH:23]=[CH:22]2)=[N:3][CH:4]=1. Reported procedure: In like manner to the preparation of N4-(3,4-ethylenedioxyphenyl)-5-fluoro-N2-(3-hydroxyphenyl)-2,4-pyrimidinediamine, 2-chloro-5-fluoro-N-(4-isopropoxyphenyl)-4-pyrimidineamine was reacted with 1-aminopyrrole to provide 5-fluoro-N4-(4-isopropoxyphenyl)-N2-(1H-pyrrol-1-yl)-2,4-pyrimidinediamine. 1H NMR (DMSO-d6): δ 9.93 (s, 1H), 9.21 (s, 1H), 7.97 (d, 1H, J=4.1 Hz), 7.47 (d, 2H, J=8.8 Hz), 6.70 (dd, 2H, J=2.3 and 4.7 Hz), 6.67 (d, 2H, J=8.8 Hz), 6.02 (dd, 2H, J=2.3 and 4.7 Hz), 4.48 (sept, 1H, J...